Dataset: the Open Reaction Database (ORD), a public repository of structured organic reaction records. Task: describe an organic reaction: reactants, conditions, products, and yield Starting materials: solution, C(CCC)[Li] (n-Butyllithium), CC1(NC(CCC1)(C)C)C (2,2,6,6-tetramethylpiperidine), II (iodine), COC=1N=NC(=CC1)C1=CC=NC=C1 (3-Methoxy-6-pyridin-4-yl-pyridazine). The solvent is CCCCCC (hexane), C1CCOC1 (THF), C1CCOC1 (THF), C1CCOC1 (THF). Run at temperature 0 celsius, time 30 minute. The product is IC1=C(N=NC(=C1)C1=CC=NC=C1)OC (4-Iodo-3-methoxy-6-pyridin-4-yl-pyridazine). Isolated yield 76.9%. Reaction SMILES: C([Li])CCC.CC1(C)CCCC(C)(C)N1.[CH3:16][O:17][C:18]1[N:19]=[N:20][C:21]([C:24]2[CH:29]=[CH:28][N:27]=[CH:26][CH:25]=2)=[CH:22][CH:23]=1.[I:30]I>CCCCCC.C1COCC1>[I:30][C:23]1[CH:22]=[C:21]([C:24]2[CH:29]=[CH:28][N:27]=[CH:26][CH:25]=2)[N:20]=[N:19][C:18]=1[O:17][CH3:16]. Procedure details: 45 ml 1.6M solution of n-Butyllithium in hexane are added at −30° C. to a 10.2 g 2,2,6,6-tetramethylpiperidine in 100 ml THF, and the mixture is stirred at 0° C. for 30 min. After cooling to −75° C., 11.2 g 3-Methoxy-6-pyridin-4-yl-pyridazine dissolved 300 ml THF are added, and the solution is stirred at −75° C. for 35 min. The cold (−75° C.) reaction mixture is subsequently added to a cold (−75° C.) solution of 18.3 g iodine in 400 ml THF and stirred at −75° C. for 1.5 h. The reaction is quench... Reactants: CCOCC, CCNCc1cccnc1, CN=C=S. The product is CCN(Cc1cccnc1)C(=S)NC. Reaction SMILES: [CH2:15]([O:16][CH2:17][CH3:18])[CH3:19].[CH2:1]([CH3:2])[NH:3][CH2:4][c:5]1[cH:6][n:7][cH:8][cH:9][cH:10]1.[CH3:11][N:12]=[C:13]=[S:14]>>[CH2:1]([CH3:2])[N:3]([CH2:4][c:5]1[cH:6][n:7][cH:8][cH:9][cH:10]1)[C:13]([NH:12][CH3:11])=[S:14]. Starting materials: C(=O)(O)[O-].[Na+] (NaHCO3), [B] (boron), C1(=CC=CC=C1)C1=N[C@H]2C(N[C@H]2O1)=O ((1R, 5S)-3-phenyl-4-oxa-2,6-diazabicyclo[3.2.0]hept-2-en-7-one), OCC#CC(=O)OCC1=CC=C(C=C1)[N+](=O)[O-] (4-nitrobenzyl 4-hydroxy-2-butinoate). The solvent is O1CCCC1 (tetrahydrofuran). Conditions: time 0.5 hour. Yields the product C(C1=CC=CC=C1)(=O)N[C@H]1C(N[C@@H]1OCC#CC(=O)OCC1=CC=C(C=C1)[N+](=O)[O-])=O (4-nitrobenzyl 4-[3(R)-benzoylamino-2-azetidinon-4(R)-yloxy]-2-butinoate). Yield: 65.8%. RXN SMILES: [B].[C:2]1([C:8]2[O:14][C@H:13]3[C@H:10]([C:11](=[O:15])[NH:12]3)[N:9]=2)[CH:7]=[CH:6][CH:5]=[CH:4][CH:3]=1.[OH:16][CH2:17][C:18]#[C:19][C:20]([O:22][CH2:23][C:24]1[CH:29]=[CH:28][C:27]([N+:30]([O-:32])=[O:31])=[CH:26][CH:25]=1)=[O:21].C([O-])(O)=O.[Na+]>O1CCCC1>[C:8]([NH:9][C@@H:10]1[C@@H:13]([O:16][CH2:17][C:18]#[C:19][C:20]([O:22][CH2:23][C:24]2[CH:25]=[CH:26][C:27]([N+:30]([O-:32])=[O:31])=[CH:28][CH:29]=2)=[O:21])[NH:12][C:11]1=[O:15])(=[O:14])[C:2]1[CH:3]=[CH:4][CH:5]=[CH:6][CH:7]=1 |f:3.4|. Procedure: 10 μl of boron trifuloride etherate were sprayed into a stirred suspension of 376 mg (2mmols) of (1R, 5S)-3-phenyl-4-oxa-2,6-diazabicyclo[3.2.0]hept-2-en-7-one and 941 mg (4 mmols) of 4-nitrobenzyl 4-hydroxy-2-butinoate in 8 ml of anhydrous tetrahydrofuran at room temperature. After a short time, a clear, light yellow solution formed, and was stirred at room temperature for 0.5 hour. Thereafter, the solution was poured into dilute NaHCO3 solution, the mixture was extracted with methylene chlorid... The reactants are COC=1C=C(C=CC1OC)CCNCC(CO)O (3-[2-(3,4-dimethoxyphenyl)ethylamino]-1,2-propanediol), COC(=O)C=1N=C(NC1)C1=CC=C(C=C1)OCC(CNC(C)(C)C)O (Methyl-2-[4-(3-tert-butylamino-2-hydroxypropoxy)phenyl]imidazole-4-carboxylate), O (H2O), [H-].[Na+] (NaH). Solvent: CN(C)C=O (DMF), CN(C)C=O (DMF), CN(C)C=O (DMF). Conditions: temperature 120 celsius, time 8 hour. Product: COC=1C=C(C=CC1OC)CCCC(COC1=CC=C(C=O)C=C1)O (p-[3-[2-(3,4-dimethoxyphenyl)ethyl]-2-hydroxypropoxy]benzaldehyde). Reaction SMILES: [H-].[Na+].[CH3:3][O:4][C:5]1[CH:6]=[C:7]([CH2:13][CH2:14]NCC(O)CO)[CH:8]=[CH:9][C:10]=1[O:11][CH3:12].COC(C1N=[C:27]([C:30]2[CH:35]=[CH:34][C:33]([O:36][CH2:37][CH:38]([OH:45])[CH2:39]NC(C)(C)C)=[CH:32][CH:31]=2)NC=1)=O.[OH2:46]>CN(C=O)C>[CH3:3][O:4][C:5]1[CH:6]=[C:7]([CH2:13][CH2:14][CH2:39][CH:38]([OH:45])[CH2:37][O:36][C:33]2[CH:34]=[CH:35][C:30]([CH:27]=[O:46])=[CH:31][CH:32]=2)[CH:8]=[CH:9][C:10]=1[O:11][CH3:12] |f:0.1|. Procedure: To a suspension of NaH (60% oil dispersion, 1.2 g, 0.03 mol) in DMF (20 ml) was added at 70° C. under N2 a solution 3 (37 g, 0.03 ml) in DMF (30 ml). After stirring for 15 minutes at 70° C. a solution of (S) 2 in DMF (50 ml) was added dropwise. After the addition, the mixture was heated at 120° C. for 18 hours. The solution was then poured into H2O and extracted with EtOAc (3×). The organic extracts were washed with H2O (2×), saturated NaCl (1×), dried, filtered and concentrated to dryness. The ... Starting materials: C([O-])([O-])=O.[K+].[K+] (potassium carbonate), C(C)(=O)OC(COCCN(C)C)C=1C=C2CCC(C2=CC1)O (1-acetoxy-1-[(1-hydroxy)indan-5-yl]-2-[2-(N,N-dimethylamino)-ethoxy]ethane), CS(=O)(=O)Cl (methanesulfonyl chloride), ice water, C(C)OCC (diethyl ether). Run in N1=CC=CC=C1 (pyridine). Run at time 8 hour. The product is C(C)(=O)OC(COCCN(C)C)C1=CC=C2C=CCC2=C1 (1-acetoxy-1-(1H-inden-6-yl)-2-[2-(N,N-dimethylamino)ethoxy]ethane). Isolated yield 8.5%. As a reaction SMILES: [C:1]([O:4][CH:5]([C:13]1[CH:14]=[C:15]2[C:19](=[CH:20][CH:21]=1)[CH:18](O)[CH2:17][CH2:16]2)[CH2:6][O:7][CH2:8][CH2:9][N:10]([CH3:12])[CH3:11])(=[O:3])[CH3:2].CS(Cl)(=O)=O.C(OCC)C.C(=O)([O-])[O-].[K+].[K+]>N1C=CC=CC=1>[C:1]([O:4][CH:5]([C:13]1[CH:14]=[C:15]2[C:19]([CH:18]=[CH:17][CH2:16]2)=[CH:20][CH:21]=1)[CH2:6][O:7][CH2:8][CH2:9][N:10]([CH3:12])[CH3:11])(=[O:3])[CH3:2] |f:3.4.5|. Reported procedure: In 5 ml of pyridine was dissolved 1.0 g of 1-acetoxy-1-[(1-hydroxy)indan-5-yl]-2-[2-(N,N-dimethylamino)-ethoxy]ethane. To the solution was added 0.3 ml of methanesulfonyl chloride at room temperature. The resulting mixture was stirred at the same temperature overnight. The reaction mixture was added to a mixture of 50 ml of ice water and 50 ml of diethyl ether. The resulting mixture was adjusted to pH 8.5 with potassium carbonate. The organic layer was separated and dried over anhydrous magnesiu... The reactants are [Al+3], CCCCCCC(C)(C)c1ccc(C2=CCCNC2)c(O)c1, Cc1ccccc1, O=C(O)C1CC1, [Cl-], [Cl-], [H-], [H-], [H-], [H-], [Li+], [Na+], [Na+], [OH-], O, c1ccncc1. Product: CCCCCCC(C)(C)c1ccc(C2=CCCN(CC3CC3)C2)c(O)c1. Reaction SMILES: [Al+3:33].[CH3:1][C:2]([CH2:3][CH2:4][CH2:5][CH2:6][CH2:7][CH3:8])([CH3:9])[c:10]1[cH:11][c:12]([OH:22])[c:13]([C:16]2=[CH:21][CH2:20][CH2:19][NH:18][CH2:17]2)[cH:14][cH:15]1.[CH3:41][c:42]1[cH:43][cH:44][cH:45][cH:46][cH:47]1.[CH:24]1([C:27]([OH:28])=[O:29])[CH2:25][CH2:26]1.[Cl-:23].[Cl-:31].[H-:32].[H-:35].[H-:36].[H-:37].[Li+:34].[Na+:30].[Na+:39].[OH-:38].[OH2:40].[cH:48]1[cH:49][cH:50][n:51][cH:52][cH:53]1>>[CH3:1][C:2]([CH2:3][CH2:4][CH2:5][CH2:6][CH2:7][CH3:8])([CH3:9])[c:10]1[cH:11][c:12]([OH:22])[c:13]([C:16]2=[CH:21][CH2:20][CH2:19][N:18]([CH2:27][CH:24]3[CH2:25][CH2:26]3)[CH2:17]2)[cH:14][cH:15]1.